From a dataset of the Open Reaction Database (ORD), a public repository of structured organic reaction records. describe an organic reaction: reactants, conditions, products, and yield Starting materials: C1CCOC1, COc1ccc2[nH]c(C)c(CC(=O)O)c2c1, O=C(Cl)C(=O)Cl, [K+], [K+], O=C([O-])[O-], CN(C)C=O, O, c1ccncc1, Nc1cc2cc(-c3cn[nH]c3)ccc2cn1. Yields the product COc1ccc2[nH]c(C)c(CC(=O)Nc3cc4cc(-c5cn[nH]c5)ccc4cn3)c2c1. Reaction SMILES: [CH2:51]1[O:52][CH2:53][CH2:54][CH2:55]1.[CH3:1][O:2][c:3]1[cH:4][c:5]2[c:6]([CH2:13][C:14](=[O:15])[OH:16])[c:7]([CH3:12])[nH:8][c:9]2[cH:10][cH:11]1.[Cl:17][C:18]([C:19]([Cl:20])=[O:21])=[O:22].[K+:45].[K+:46].[O-:47][C:48]([O-:49])=[O:50].[O:57]=[CH:58][N:59]([CH3:60])[CH3:61].[OH2:56].[cH:39]1[cH:40][cH:41][n:42][cH:43][cH:44]1.[nH:23]1[n:24][cH:25][c:26](-[c:28]2[cH:29][c:30]3[cH:31][c:32]([NH2:38])[n:33][cH:34][c:35]3[cH:36][cH:37]2)[cH:27]1>>[CH3:1][O:2][c:3]1[cH:4][c:5]2[c:6]([CH2:13][C:14](=[O:16])[NH:38][c:32]3[cH:31][c:30]4[cH:29][c:28](-[c:26]5[cH:25][n:24][nH:23][cH:27]5)[cH:37][cH:36][c:35]4[cH:34][n:33]3)[c:7]([CH3:12])[nH:8][c:9]2[cH:10][cH:11]1. Reactants: FC(C=1C=C(C=CC1)N1C(N(C(=C1Cl)C=O)C)=O)(F)F (1-(3-(trifluoromethyl)phenyl)-5-chloro-2,3-dihydro-3-methyl-2-oxo-1H-imidazole-4-carboxaldehyde), CNC (dimethylamine). The product is FC(C=1C=C(C=CC1)N1C(N(C(=C1N(C)C)C=O)C)=O)(F)F (3-(Trifluoromethyl)phenyl-5-(dimethylamino)-2,3-dihydro-3-methyl-2-oxo-1H-imidazole-4-carboxaldehyde). As a reaction SMILES: [F:1][C:2]([F:20])([F:19])[C:3]1[CH:4]=[C:5]([N:9]2[C:13](Cl)=[C:12]([CH:15]=[O:16])[N:11]([CH3:17])[C:10]2=[O:18])[CH:6]=[CH:7][CH:8]=1.[CH3:21][NH:22][CH3:23]>>[F:1][C:2]([F:20])([F:19])[C:3]1[CH:4]=[C:5]([N:9]2[C:13]([N:22]([CH3:23])[CH3:21])=[C:12]([CH:15]=[O:16])[N:11]([CH3:17])[C:10]2=[O:18])[CH:6]=[CH:7][CH:8]=1. Reported procedure: A solution of 750 mg. of 1-(3-(trifluoromethyl)phenyl)-5-chloro-2,3-dihydro-3-methyl-2-oxo-1H-imidazole-4-carboxaldehyde from Example 14 and 15 ml. of 25% aqueous dimethylamine was warmed on a steam bath for 5 minutes. The solution was cooled and the solid was collected by filtration and recrystallized from ethanol-water. After drying the product at 50° C. for 30 minutes, 320 mg. of 1-(3-(trifluoromethyl)phenyl)-5-chloro-2,3-dihydro-3-methyl-2-oxo-1H-imidazole-4-carboxaldehyde was recovered. M.P... The reactants are 2-substituted benzamide, FC(C=1N=CC(=NC1)N=C=O)(F)F (5-trifluoromethylpyrazin-2-ylisocyanate), N1=C(C=NC=C1)N=C=O (2-pyrazinylisocyanate), ClC1=C(C(=O)N)C=CC=C1 (2-chlorobenzamide). The product is ClC1=C(C(=O)NC(=O)NC2=NC=C(N=C2)C(F)(F)F)C=CC=C1 (1-(2-chlorobenzoyl)-3-(5-trifluoromethyl-2-pyrazinyl)urea). Reaction SMILES: N1C=CN=CC=1N=C=O.[Cl:10][C:11]1[CH:19]=[CH:18][CH:17]=[CH:16][C:12]=1[C:13]([NH2:15])=[O:14].[F:20][C:21]([F:32])([F:31])[C:22]1[N:23]=[CH:24][C:25]([N:28]=[C:29]=[O:30])=[N:26][CH:27]=1>>[Cl:10][C:11]1[CH:19]=[CH:18][CH:17]=[CH:16][C:12]=1[C:13]([NH:15][C:29]([NH:28][C:25]1[CH:24]=[N:23][C:22]([C:21]([F:32])([F:20])[F:31])=[CH:27][N:26]=1)=[O:30])=[O:14]. Procedure: A compound of formula I may also be prepared by allowing a 2-substituted benzamide to react with a 2-pyrazinylisocyanate utilizing the appropriate solvents, times of reaction and general reaction conditions hereinabove described. For example, 2-chlorobenzamide is allowed to react with 5-trifluoromethylpyrazin-2-ylisocyanate to yield 1-(2-chlorobenzoyl)-3-(5-trifluoromethyl-2-pyrazinyl)urea, having a melting point of about 219°-220° C. The reactants are C(#N)C1=C(C=CC=C1)C1=CC(=C(C=C1)C(F)(F)F)Cl (2-cyano-3′-chloro-4′-trifluoromethylbiphenyl), [OH-].[K+] (potassium hydroxide), O (water). Reaction conditions: temperature 160 celsius, time 24 hour. Product: FC(C1=C(C=C(C=C1)C=1C(=CC=CC1)C(=O)O)Cl)(F)F (4′-(Trifluoromethyl)-3′-chloro-2-biphenylcarboxylic Acid). As a reaction SMILES: [C:1]([C:3]1[CH:8]=[CH:7][CH:6]=[CH:5][C:4]=1[C:9]1[CH:14]=[CH:13][C:12]([C:15]([F:18])([F:17])[F:16])=[C:11]([Cl:19])[CH:10]=1)#N.[OH-:20].[K+].[OH2:22]>>[F:16][C:15]([F:18])([F:17])[C:12]1[CH:13]=[CH:14][C:9]([C:4]2[C:3]([C:1]([OH:22])=[O:20])=[CH:8][CH:7]=[CH:6][CH:5]=2)=[CH:10][C:11]=1[Cl:19] |f:1.2|. Procedure details: 60 g of 2-cyano-3′-chloro-4′-trifluoromethylbiphenyl were mixed with a solution of 38.7 g of potassium hydroxide in 325 ml of water and stirred at 160° C. under autogenous pressure in an autoclave for 24 hours. The autoclave was then cooled and the aqueous reaction mixture was filtered through Celite and subsequently extracted twice with 200 ml of toluene each time. The aqueous phase was brought to a pH of 6 to 7 with 10% strength hydrochloric acid. The precipitated solid was filtered off, washe...